This data is from the Open Reaction Database (ORD), a public repository of structured organic reaction records. The task is: describe an organic reaction: reactants, conditions, products, and yield Starting materials: FCCBr, CCN(C(C)C)C(C)C, CC1CCc2ncnc(N3CC4(CCN(C(=O)OC(C)(C)C)CC4)c4c(CN)cccc43)c21, CN(C)C=O. RXN SMILES: [Br:10][CH2:11][CH2:12][F:13].[CH:1]([N:2]([CH2:3][CH3:4])[CH:5]([CH3:6])[CH3:7])([CH3:8])[CH3:9].[NH2:14][CH2:15][c:16]1[c:17]2[c:21]([cH:22][cH:23][cH:24]1)[N:20]([c:25]1[c:26]3[c:27]([n:28][cH:29][n:30]1)[CH2:31][CH2:32][CH:33]3[CH3:34])[CH2:19][C:18]21[CH2:35][CH2:36][N:37]([C:40](=[O:41])[O:42][C:43]([CH3:44])([CH3:45])[CH3:46])[CH2:38][CH2:39]1.[O:47]=[CH:48][N:49]([CH3:50])[CH3:51]>>[CH2:11]([CH2:12][F:13])[NH:14][CH2:15][c:16]1[c:17]2[c:21]([cH:22][cH:23][cH:24]1)[N:20]([c:25]1[c:26]3[c:27]([n:28][cH:29][n:30]1)[CH2:31][CH2:32][CH:33]3[CH3:34])[CH2:19][C:18]21[CH2:35][CH2:36][N:37]([C:40](=[O:41])[O:42][C:43]([CH3:44])([CH3:45])[CH3:46])[CH2:38][CH2:39]1. Product: CC1CCc2ncnc(N3CC4(CCN(C(=O)OC(C)(C)C)CC4)c4c(CNCCF)cccc43)c21.